From a dataset of the Open Reaction Database (ORD), a public repository of structured organic reaction records. describe an organic reaction: reactants, conditions, products, and yield Starting materials: CC1=NC(=CC=C1)C1=CC=CC=C1 (2-methyl-6-phenylpyridine), C(C1=CC(C=O)=CC=C1)=O (isophthalaldehyde). The reagents and catalysts are [Cl-].[Zn+2].[Cl-] (zinc chloride). Conditions: temperature 160 celsius. Product: C1(=CC=CC=C1)C1=CC=CC(=N1)C=CC=1C=C(C=O)C=CC1 (3-(2-(6-phenylpyridin-2-yl)ethenyl)benzaldehyde). RXN SMILES: [CH3:1][C:2]1[CH:7]=[CH:6][CH:5]=[C:4]([C:8]2[CH:13]=[CH:12][CH:11]=[CH:10][CH:9]=2)[N:3]=1.[CH:14](=O)[C:15]1[CH:22]=[CH:21][CH:20]=[C:17]([CH:18]=[O:19])[CH:16]=1>[Cl-].[Zn+2].[Cl-]>[C:8]1([C:4]2[N:3]=[C:2]([CH:1]=[CH:14][C:15]3[CH:16]=[C:17]([CH:20]=[CH:21][CH:22]=3)[CH:18]=[O:19])[CH:7]=[CH:6][CH:5]=2)[CH:13]=[CH:12][CH:11]=[CH:10][CH:9]=1 |f:2.3.4|. Procedure: A mixture of 2-methyl-6-phenylpyridine (525 mg) (step 2), isophthalaldehyde (630 mg) and dry zinc chloride (40 mg) was heated at 160° C. under N2 for 3 hours. The resulting mixture was partitioned between 25% aqueous NH40Ac (20 cc) and ethyl acetate (20 cc) The organic layer was washed with H2O (10 cc), brine and solvent as removed in vacuo. The residue was purified by chromatography to afford the title compound. The reactants are CC(CC=O)(C)C (3,3-dimethylbutanal), CC(CN)C (2-methylpropan-1-amine), [S-]C#N.[K+] (potassium thiocyanate), II (Iodine), S(=O)(=O)([O-])S(=O)[O-].[Na+].[Na+] (sodium metabisulfite). Solvent: C(C)#N (acetonitrile), CO (MeOH), C(Cl)Cl (CH2Cl2). Conditions: time 16 hour. The product is [NH4+].[OH-] (NH4OH), C(C)(C)(C)C1=CN(C(S1)=N)CC(C)C (5-tert-butyl-3-isobutylthiazol-2(3H)-imine). The yield is 192.4%. RXN SMILES: [CH3:1][C:2]([CH3:7])([CH3:6])[CH2:3][CH:4]=[O:5].[CH3:8][CH:9]([CH3:12])[CH2:10][NH2:11].[S-:13][C:14]#[N:15].[K+].II.S(S([O-])=O)([O-])(=O)=O.[Na+].[Na+]>C(#N)C.CO.C(Cl)Cl>[NH4+:11].[OH-:5].[C:2]([C:3]1[S:13][C:14](=[NH:15])[N:11]([CH2:10][CH:9]([CH3:12])[CH3:8])[CH:4]=1)([CH3:7])([CH3:6])[CH3:1] |f:2.3,5.6.7,11.12|. Procedure: A mixture of 3,3-dimethylbutanal (14.5 mL, 115 mmol), 2-methylpropan-1-amine (10.5 mL, 105 mmol) and 10 g of 4 Å molecular sieves (8-12 mesh beads) in acetonitrile (100 mL) was stirred at ambient temperature for 16 h. The material was filtered through Celite with acetonitrile (additional 50 mL) then potassium thiocyanate (13.5 g, 139 mmol) was added to the filtrate and the mixture was warmed to 50° C. Iodine (53.1 g, 209 mmol) was added and the mixture was stirred at 50° C. for 16 h. The mixture... Starting materials: [H-].[Na+] (sodium hydride), SC=1SC2=C(N1)C=CC=C2 (2-mercaptobenzothiazole), ClC1CCCC=2C=CC=NC12 (8-chloro-5,6,7,8-tetrahydroquinoline). Run in O1CCCC1 (tetrahydrofuran). Product: S1C(=NC2=C1C=CC=C2)SC2CCCC=1C=CC=NC21 (8-(2-benzothiazolylthio)-5,6,7,8-tetrahydroquinoline). The yield is 61.8%. As a reaction SMILES: [H-].[Na+].[SH:3][C:4]1[S:5][C:6]2[CH:12]=[CH:11][CH:10]=[CH:9][C:7]=2[N:8]=1.Cl[CH:14]1[C:23]2[N:22]=[CH:21][CH:20]=[CH:19][C:18]=2[CH2:17][CH2:16][CH2:15]1>O1CCCC1>[S:5]1[C:6]2[CH:12]=[CH:11][CH:10]=[CH:9][C:7]=2[N:8]=[C:4]1[S:3][CH:14]1[C:23]2[N:22]=[CH:21][CH:20]=[CH:19][C:18]=2[CH2:17][CH2:16][CH2:15]1 |f:0.1|. Procedure details: 2.0 g (66.67 mmol) of 80% sodium hydride in oil were added to 9.97 g (59.1 mmol) of 2-mercaptobenzothiazole in 250 ml of dry tetrahydrofuran under nitrogen. The suspension was stirred at ambient temperature and, when effervescence had ceased 10 g (59.65 mmol) of 8-chloro-5,6,7,8-tetrahydroquinoline were added via a syringe. The reaction mixture was stirred at ambient temperature for 48 hours and the solvent was removed under reduced pressure. The residue was partitioned between water and dichlor... Reactants: ice, C(C)(C)(C)OC([C@@H](NC([C@H]1NCCC1)=O)CC1=CC=CC=C1)=O (L-Prolyl-L-phenylalanine tert-butyl ester), C(CC)(=O)SCC(C(=O)O)C (3-propanoylthio-2-methylpropanoic acid), C1(CCCCC1)N=C=NC1CCCCC1 (dicyclohexylcarbodiimide). Run in ClCCl (dichloromethane). Product: C(C)(C)(C)OC([C@@H](NC([C@H]1N(CCC1)C(C(CSC(CC)=O)C)=O)=O)CC1=CC=CC=C1)=O (1-(3-propanoylthio-2-methylpropanoyl)-L-prolyl-L-phenylalanine tert-butyl ester). As a reaction SMILES: [C:1]([O:5][C:6](=[O:23])[C@H:7]([CH2:16][C:17]1[CH:22]=[CH:21][CH:20]=[CH:19][CH:18]=1)[NH:8][C:9](=[O:15])[C@@H:10]1[CH2:14][CH2:13][CH2:12][NH:11]1)([CH3:4])([CH3:3])[CH3:2].[C:24]([S:28][CH2:29][CH:30]([CH3:34])[C:31](O)=[O:32])(=[O:27])[CH2:25][CH3:26].C1(N=C=NC2CCCCC2)CCCCC1>ClCCl>[C:1]([O:5][C:6](=[O:23])[C@H:7]([CH2:16][C:17]1[CH:18]=[CH:19][CH:20]=[CH:21][CH:22]=1)[NH:8][C:9](=[O:15])[C@@H:10]1[CH2:14][CH2:13][CH2:12][N:11]1[C:31](=[O:32])[CH:30]([CH3:34])[CH2:29][S:28][C:24](=[O:27])[CH2:25][CH3:26])([CH3:4])([CH3:2])[CH3:3]. Procedure details: L-Prolyl-L-phenylalanine tert-butyl ester (0.54 g) was added to a solution of 3-propanoylthio-2-methylpropanoic acid (0.30 g) and dicyclohexylcarbodiimide (0.35 g) in dichloromethane (10 ml) cooled in an ice bath. The mixture was stirred in the ice bath for one hour and then at room temperature overnight, followed by concentration under reduced pressure. Ethyl acetate was added to the residue. After cooling, the precipitates were filtered off. The filtrate was washed, dried and concentrated as i... Solvent: CO (methanol), C(C)(=O)OCC (ethyl acetate). Procedure details: To a solution of 250 mg of ethyl o-[p-(3-phenoxypropoxy)benzamido]cinnamate obtained in Example 34 in 10 ml of methanol and 20 ml of ethyl acetate was added 10% palladium-carbon. Catalytic reduction was performed until absorption of hydrogen was discontinued. The catalyst was filtered off and the residue was recrystallized from isopropyl alcohol to obtain 200 mg of ethyl 3-[o-[p-(3-phenoxypropoxy)benzamido]phenyl]propionate. Reagents/catalysts: [C].[Pd] (palladium-carbon). Reaction SMILES: [O:1]([CH2:8][CH2:9][CH2:10][O:11][C:12]1[CH:33]=[CH:32][C:15]([C:16]([NH:18][C:19]2[CH:31]=[CH:30][CH:29]=[CH:28][C:20]=2[CH:21]=[CH:22][C:23]([O:25][CH2:26][CH3:27])=[O:24])=[O:17])=[CH:14][CH:13]=1)[C:2]1[CH:7]=[CH:6][CH:5]=[CH:4][CH:3]=1>CO.C(OCC)(=O)C.[C].[Pd]>[O:1]([CH2:8][CH2:9][CH2:10][O:11][C:12]1[CH:33]=[CH:32][C:15]([C:16]([NH:18][C:19]2[CH:31]=[CH:30][CH:29]=[CH:28][C:20]=2[CH2:21][CH2:22][C:23]([O:25][CH2:26][CH3:27])=[O:24])=[O:17])=[CH:14][CH:13]=1)[C:2]1[CH:3]=[CH:4][CH:5]=[CH:6][CH:7]=1 |f:3.4|. The product is O(C1=CC=CC=C1)CCCOC1=CC=C(C(=O)NC2=C(C=CC=C2)CCC(=O)OCC)C=C1 (ethyl 3-[o-[p-(3-phenoxypropoxy)benzamido]phenyl]propionate). The yield is 79.6%. Reactants: O(C1=CC=CC=C1)CCCOC1=CC=C(C(=O)NC2=C(C=CC(=O)OCC)C=CC=C2)C=C1 (ethyl o-[p-(3-phenoxypropoxy)benzamido]cinnamate).